From a dataset of the Open Reaction Database (ORD), a public repository of structured organic reaction records. describe an organic reaction: reactants, conditions, products, and yield Reaction SMILES: [Cl:1][c:2]1[c:3]([CH3:9])[cH:4][cH:5][c:6]([CH3:8])[cH:7]1.[Cl:20][c:21]1[cH:22][c:23]([CH3:24])[c:25]([N+:26]([O-:27])=[O:28])[cH:29][c:30]1[CH3:31].[K+:14].[K+:15].[O-:16][C:17]([O-:18])=[O:19].[OH:10][N+:11]([O-:12])=[O:13].[S:32](=[O:33])(=[O:34])([OH:35])[OH:36]>>[Cl:1][c:2]1[c:3]([CH3:9])[c:4]([N+:11](=[O:10])[O-:12])[cH:5][c:6]([CH3:8])[cH:7]1. Product: Cc1cc(Cl)c(C)c([N+](=O)[O-])c1. Reactants: Cc1ccc(C)c(Cl)c1, Cc1cc([N+](=O)[O-])c(C)cc1Cl, [K+], [K+], O=C([O-])[O-], O=[N+]([O-])O, O=S(=O)(O)O. The reactants are FC1=CC=C(C=C1)[N+](=O)[O-] (1-fluoro-4-nitro-benzene), CN(CCNS(=O)(=O)C(C)C)C (N-(2-dimethylamino-ethyl)-isopropylsulphonamide), [H-].[Na+] (sodium hydride). Yields the product CN(CCN(S(=O)(=O)C(C)C)C1=CC=C(C=C1)[N+](=O)[O-])C (4-[N-(2-dimethylamino-ethyl)-N-(isopropylsulphonyl)-amino]-nitrobenzene). As a reaction SMILES: F[C:2]1[CH:7]=[CH:6][C:5]([N+:8]([O-:10])=[O:9])=[CH:4][CH:3]=1.[CH3:11][N:12]([CH3:22])[CH2:13][CH2:14][NH:15][S:16]([CH:19]([CH3:21])[CH3:20])(=[O:18])=[O:17].[H-].[Na+]>>[CH3:11][N:12]([CH3:22])[CH2:13][CH2:14][N:15]([C:2]1[CH:7]=[CH:6][C:5]([N+:8]([O-:10])=[O:9])=[CH:4][CH:3]=1)[S:16]([CH:19]([CH3:20])[CH3:21])(=[O:18])=[O:17] |f:2.3|. Procedure details: Prepared from 1-fluoro-4-nitro-benzene, N-(2-dimethylamino-ethyl)-isopropylsulphonamide and sodium hydride as base Reactants: C=C1C[C@H]([C@@H](C1)C(=O)OC)C1=CSC=C1 (methyl (+−)-trans-4-methylene-2-(3-thienyl)cyclopentanoate), [H-].[Al+3].[Li+].[H-].[H-].[H-] (lithium aluminum hydride). Run in C1CCOC1 (THF), C1CCOC1 (THF). Reaction conditions: temperature -10 celsius, time 1 hour. Yields the product OC[C@H]1[C@@H](CC(C1)=C)C1=CSC=C1 ((+−)-trans-1-Hydroxymethyl-4-methylene-2-(3-thienyl)cyclopentane). Yield: 78.0%. As a reaction SMILES: [CH2:1]=[C:2]1[CH2:6][C@@H:5]([C:7](OC)=[O:8])[C@H:4]([C:11]2[CH:15]=[CH:14][S:13][CH:12]=2)[CH2:3]1.[H-].[Al+3].[Li+].[H-].[H-].[H-]>C1COCC1>[OH:8][CH2:7][C@@H:5]1[CH2:6][C:2](=[CH2:1])[CH2:3][C@H:4]1[C:11]1[CH:15]=[CH:14][S:13][CH:12]=1 |f:1.2.3.4.5.6|. Procedure details: To a solution of methyl (+−)-trans-4-methylene-2-(3-thienyl)cyclopentanoate (6.0 g, 27 mmol) prepared as in Step B in THF (70 mL) under nitrogen and cooled to −10° C. was added dropwise over 15 min 1M lithium aluminum hydride (LAH) in THF (54 mL). After 1 h, the bath was removed and the reaction was stirred at rt for 3 h. The reaction was cooled in an ice/methanol bath and the excess LAH was quenched by dropwise addition of water/1N potassium hydroxide/water and the salts were removed by filtrat... The reactants are C1CCOC1, COC(=O)CCc1cc(C)c(-c2cc3ccc(C(=O)Nc4ccc5ccccc5n4)cc3[nH]2)c(C)c1, CO, [Li+], [OH-], O, O. The product is Cc1cc(CCC(=O)O)cc(C)c1-c1cc2ccc(C(=O)Nc3ccc4ccccc4n3)cc2[nH]1. As a reaction SMILES: [CH2:40]1[O:41][CH2:42][CH2:43][CH2:44]1.[CH3:1][O:2][C:3]([CH2:4][CH2:5][c:6]1[cH:7][c:8]([CH3:35])[c:9](-[c:13]2[nH:14][c:15]3[cH:16][c:17]([C:22]([NH:23][c:24]4[n:25][c:26]5[cH:27][cH:28][cH:29][cH:30][c:31]5[cH:32][cH:33]4)=[O:34])[cH:18][cH:19][c:20]3[cH:21]2)[c:10]([CH3:12])[cH:11]1)=[O:36].[CH3:45][OH:46].[Li+:39].[OH-:38].[OH2:37].[OH2:47]>>[O:2]=[C:3]([CH2:4][CH2:5][c:6]1[cH:7][c:8]([CH3:35])[c:9](-[c:13]2[nH:14][c:15]3[cH:16][c:17]([C:22]([NH:23][c:24]4[n:25][c:26]5[cH:27][cH:28][cH:29][cH:30][c:31]5[cH:32][cH:33]4)=[O:34])[cH:18][cH:19][c:20]3[cH:21]2)[c:10]([CH3:12])[cH:11]1)[OH:36].